Dataset: the Open Reaction Database (ORD), a public repository of structured organic reaction records. Task: describe an organic reaction: reactants, conditions, products, and yield Reactants: Cl.Cl.NC1=C(C(=N)N)C(=CC=C1)F (2-amino-6-fluorobenzamidine dihydrochloride), ClC1=C2C(N3C(C2=CC=C1Cl)CC(CC3)=O)=O (7,8-dichloro-1,3,4,10b-tetrahydropyrido[2,1-a]isoindole-2,6-dione). Product: NC1=NC2(NC3=CC=CC(=C13)F)CC1N(C(C3=CC=CC(=C13)Cl)=O)CC2 (4′-Amino-10-chloro-5′-fluoro-1,3,4,10b-tetrahydrospiro[pyrido[2,1-a]isoindole-2,2′(1′H)-quinazoline]-6-one). Reaction SMILES: [ClH:1].Cl.[NH2:3][C:4]1[CH:12]=[CH:11][CH:10]=[C:9]([F:13])[C:5]=1[C:6]([NH2:8])=[NH:7].Cl[C:15]1[C:23](Cl)=[CH:22][CH:21]=[C:20]2[C:16]=1[C:17](=[O:30])[N:18]1[CH2:28][CH2:27][C:26](=O)[CH2:25][CH:19]12>>[NH2:7][C:6]1[C:5]2[C:4](=[CH:12][CH:11]=[CH:10][C:9]=2[F:13])[NH:3][C:26]2([CH2:27][CH2:28][N:18]3[C:17](=[O:30])[C:16]4[C:20]([CH:19]3[CH2:25]2)=[C:21]([Cl:1])[CH:22]=[CH:23][CH:15]=4)[N:8]=1 |f:0.1.2|. Procedure details: The compounds of Examples 15 and 16 were prepared from 2-amino-6-fluorobenzamidine dihydrochloride and 7,8-dichloro-1,3,4,10b-tetrahydropyrido[2,1-a]isoindole-2,6-dione (Preparation 5).